From a dataset of the Open Reaction Database (ORD), a public repository of structured organic reaction records. describe an organic reaction: reactants, conditions, products, and yield Starting materials: CC(NC(=O)OC(C)(C)C)c1ccc(Nc2ncc(C(F)(F)F)c(Cl)n2)cc1, Nc1ccc(CO)cc1. Product: OCc1ccc(Nc2ncc(C(F)(F)F)c(Cl)n2)cc1. Reaction SMILES: [Cl:1][c:2]1[n:3][c:4]([NH:12][c:13]2[cH:14][cH:15][c:16]([CH:19]([NH:20][C:21](=[O:22])[O:23][C:24]([CH3:25])([CH3:26])[CH3:27])[CH3:28])[cH:17][cH:18]2)[n:5][cH:6][c:7]1[C:8]([F:9])([F:10])[F:11].[NH2:29][c:30]1[cH:31][cH:32][c:33]([CH2:34][OH:35])[cH:36][cH:37]1>>[Cl:1][c:2]1[n:3][c:4]([NH:12][c:13]2[cH:14][cH:15][c:16]([CH2:34][OH:35])[cH:17][cH:18]2)[n:5][cH:6][c:7]1[C:8]([F:9])([F:10])[F:11].